describe an organic reaction: reactants, conditions, products, and yield From a dataset of the Open Reaction Database (ORD), a public repository of structured organic reaction records. The reactants are C(C)(=O)N1/C(/C=2CCCCC2CC1)=C/C1=CC=C(C=C1)OC ((E)-2-acetyl-1,2,3,4,5,6,7,8-octahydro-1-(p-methoxybenzylidene)isoquinoline), Ru(TFA)2. The solvent is C(Cl)Cl (methylene chloride). Yields the product C(C)(=O)N1[C@H](C=2CCCCC2CC1)CC1=CC=C(C=C1)OC ((S)-2-acetyl-1-(p-methoxybenzyl)-1,2,3,4,5,6,7,8-octahydroisoquinoline). As a reaction SMILES: [C:1]([N:4]1[CH2:13][CH2:12][C:11]2[CH2:10][CH2:9][CH2:8][CH2:7][C:6]=2/[C:5]/1=[CH:14]\[C:15]1[CH:20]=[CH:19][C:18]([O:21][CH3:22])=[CH:17][CH:16]=1)(=[O:3])[CH3:2]>C(Cl)Cl>[C:1]([N:4]1[CH2:13][CH2:12][C:11]2[CH2:10][CH2:9][CH2:8][CH2:7][C:6]=2[C@@H:5]1[CH2:14][C:15]1[CH:16]=[CH:17][C:18]([O:21][CH3:22])=[CH:19][CH:20]=1)(=[O:3])[CH3:2]. Procedure details: A solution of (E)-2-acetyl-1,2,3,4,5,6,7,8-octahydro-1-(p-methoxybenzylidene)isoquinoline (2.1 g) in methylene chloride (120 ml) was refluxed under argon for 2 h. The reaction mixture was concentrated to a final volume of 30 ml at 25°/20 mbar and transferred into a 500 ml autoclave, followed by 90 ml of methanol and 50 ml of a methanol solution containing 0.035 mmol of Ru(TFA)2 (BIPHEMP). Hydrogenation at 100°, 60 bar and work-up as described in example 3 afforded 2.08 of (S)-2-acetyl-1-(p-metho... The solvent is C1CCOC1 (THF), C1CCOC1 (THF). RXN SMILES: [CH3:1][Mg+].[Br-].[Cl:4][C:5]1[CH:27]=[C:26]([CH3:28])[C:8]([O:9][C:10]2[N:18]=[C:17]([CH3:19])[CH:16]=[C:15]([NH:20][CH:21]([CH:24]=[O:25])[CH2:22][CH3:23])[C:11]=2[C:12]([NH2:14])=[O:13])=[C:7]([CH3:29])[CH:6]=1>C1COCC1>[Cl:4][C:5]1[CH:6]=[C:7]([CH3:29])[C:8]([O:9][C:10]2[N:18]=[C:17]([CH3:19])[CH:16]=[C:15]([NH:20][CH:21]([CH2:22][CH3:23])[CH:24]([OH:25])[CH3:1])[C:11]=2[C:12]([NH2:14])=[O:13])=[C:26]([CH3:28])[CH:27]=1 |f:0.1|. Starting materials: C[Mg+].[Br-] (MeMgBr), ClC1=CC(=C(OC2=C(C(=O)N)C(=CC(=N2)C)NC(CC)C=O)C(=C1)C)C (2-(4-chloro-2,6-dimethyl-phenoxy)-4-(1-formyl-propylamino)-6-methyl-nicotinamide). Yields the product ClC1=CC(=C(OC2=C(C(=O)N)C(=CC(=N2)C)NC(C(C)O)CC)C(=C1)C)C (2-(4-Chloro-2,6-dimethyl-phenoxy)-4-(1-ethyl-2-hydroxy-propylamino)-6-methyl-nicotinamide). Reported procedure: To a solution of MeMgBr in dry THF was added a solution of 2-(4-chloro-2,6-dimethyl-phenoxy)-4-(1-formyl-propylamino)-6-methyl-nicotinamide in dry THF at −78° C. The mixture was stirred at −78° C. for 2 hr, then quenched with dilute acid. After standard extraction and purification, the title compound was obtained. 1H NMR(CDCl3) d 9.8(d,1H), 7.9(nbrs,1H), 7.05(s,2H), 6.27(s,0.5H), 6.24(s,0.5H), 5.6(brs,1H), 3.91(m,0.5H), 3.89(m,0.5H), 3.51(m,0.5H), 3.3(m,0.5H), 2.09(s,9H), 1.5-1.8(m,2H), 1.26(d,3... Conditions: temperature -78 celsius, time 2 hour. Starting materials: C(C)(C)(C)OC(NC=1OCC[C@@](N1)(C)C1=C(C=CC(=C1)N)F)=O ([(S)-4-(5-amino-2-fluoro-phenyl)-4-methyl-5,6-dihydro-4H-[1,3]oxazin-2-yl]-carbamic acid tert-butyl ester), FC=1C(=NC=CC1)C(=O)O (3-fluoro-pyridine-2-carboxylic acid). Product: NC=1OCC[C@@](N1)(C)C=1C=C(C=CC1F)NC(=O)C1=NC=CC=C1F (3-Fluoro-pyridine-2-carboxylic acid [3-((S)-2-amino-4-methyl-5,6-dihydro-4H-[1,3]oxazin-4-yl)-4-fluoro-phenyl]-amide). Reaction SMILES: C(OC(=O)[NH:7][C:8]1[O:9][CH2:10][CH2:11][C@:12]([C:15]2[CH:20]=[C:19]([NH2:21])[CH:18]=[CH:17][C:16]=2[F:22])([CH3:14])[N:13]=1)(C)(C)C.[F:24][C:25]1[C:26]([C:31](O)=[O:32])=[N:27][CH:28]=[CH:29][CH:30]=1>>[NH2:7][C:8]1[O:9][CH2:10][CH2:11][C@:12]([C:15]2[CH:20]=[C:19]([NH:21][C:31]([C:26]3[C:25]([F:24])=[CH:30][CH:29]=[CH:28][N:27]=3)=[O:32])[CH:18]=[CH:17][C:16]=2[F:22])([CH3:14])[N:13]=1. Procedure: The coupling of [(S)-4-(5-amino-2-fluoro-phenyl)-4-methyl-5,6-dihydro-4H-[1,3]oxazin-2-yl]-carbamic acid tert-butyl ester from experiment F (R3=Me) and 3-fluoro-pyridine-2-carboxylic acid followed by deprotection using procedure H yielded the title compound. Starting materials: C#Cc1ccc(N)cc1, CCCCCCC, Cc1ccc(S(=O)(=O)Oc2ccc(OC(F)(F)F)cc2)cc1. The product is Nc1ccc(C#Cc2ccc(OC(F)(F)F)cc2)cc1. Reaction SMILES: [C:23](#[CH:24])[c:25]1[cH:26][cH:27][c:28]([NH2:31])[cH:29][cH:30]1.[CH3:32][CH2:33][CH2:34][CH2:35][CH2:36][CH2:37][CH3:38].[F:1][C:2]([O:3][c:4]1[cH:5][cH:6][c:7]([O:10][S:11]([c:12]2[cH:13][cH:14][c:15]([CH3:16])[cH:17][cH:18]2)(=[O:19])=[O:20])[cH:8][cH:9]1)([F:21])[F:22]>>[F:1][C:2]([O:3][c:4]1[cH:5][cH:6][c:7]([C:24]#[C:23][c:25]2[cH:26][cH:27][c:28]([NH2:31])[cH:29][cH:30]2)[cH:8][cH:9]1)([F:21])[F:22].